From a dataset of the Open Reaction Database (ORD), a public repository of structured organic reaction records. describe an organic reaction: reactants, conditions, products, and yield The reactants are COc1ccc(SC(CCCCc2ccccc2)CC(=O)OC(C)(C)C)cc1OC1CCCC1, ClCCl, O=C(O)C(F)(F)F. Yields the product COc1ccc(SC(CCCCc2ccccc2)CC(=O)O)cc1OC1CCCC1. Reaction SMILES: [CH:1]1([O:6][c:7]2[cH:8][c:9]([S:15][CH:16]([CH2:17][C:18](=[O:19])[O:20][C:21]([CH3:22])([CH3:23])[CH3:24])[CH2:25][CH2:26][CH2:27][CH2:28][c:29]3[cH:30][cH:31][cH:32][cH:33][cH:34]3)[cH:10][cH:11][c:12]2[O:13][CH3:14])[CH2:2][CH2:3][CH2:4][CH2:5]1.[Cl:42][CH2:43][Cl:44].[OH:35][C:36]([C:37]([F:38])([F:39])[F:40])=[O:41]>>[CH:1]1([O:6][c:7]2[cH:8][c:9]([S:15][CH:16]([CH2:17][C:18](=[O:19])[OH:20])[CH2:25][CH2:26][CH2:27][CH2:28][c:29]3[cH:30][cH:31][cH:32][cH:33][cH:34]3)[cH:10][cH:11][c:12]2[O:13][CH3:14])[CH2:2][CH2:3][CH2:4][CH2:5]1. Reactants: C(#N)C=1NC2=C(C=CC=C2C1)NS(=O)(=O)C=1SC=CC1 (N-(2-cyano-1H-indol-7-yl)thiophene-2-sulfonamide), C[Si](C)(C)N=[N+]=[N-] (trimethylsilylazide), C(CCC)[Sn](CCCC)=O (dibutyltin oxide), O1CCCC1 (tetrahydrofuran). Run in C(C)(=O)OCC (ethyl acetate). The product is N=1NN=NC1C=1NC2=C(C=CC=C2C1)NS(=O)(=O)C=1SC=CC1 (N-[2-(2H-Tetrazol-5-yl)-1H-indol-7-yl]thiophene-2-sulfonamide). The yield is 23.0%. RXN SMILES: [C:1]([C:3]1[NH:4][C:5]2[C:10]([CH:11]=1)=[CH:9][CH:8]=[CH:7][C:6]=2[NH:12][S:13]([C:16]1[S:17][CH:18]=[CH:19][CH:20]=1)(=[O:15])=[O:14])#[N:2].C[Si]([N:25]=[N+:26]=[N-:27])(C)C.C([Sn](=O)CCCC)CCC.O1CCCC1>C(OCC)(=O)C>[N:2]1[NH:25][N:26]=[N:27][C:1]=1[C:3]1[NH:4][C:5]2[C:10]([CH:11]=1)=[CH:9][CH:8]=[CH:7][C:6]=2[NH:12][S:13]([C:16]1[S:17][CH:18]=[CH:19][CH:20]=1)(=[O:14])=[O:15]. Procedure: A mixture of N-(2-cyano-1H-indol-7-yl)thiophene-2-sulfonamide (0.40 g), trimethylsilylazide (0.35 mL), dibutyltin oxide (33 mg) and tetrahydrofuran (15 mL) was heated under reflux overnight. To the reaction mixture was added ethyl acetate, the mixture was ice-cooled, and the resulting crystals were filtrated, washed with cold ethyl acetate, and dried to give the title compound (0.09 g, yield 23%) as pale-yellow crystals. The crystals were recrystallized from ethyl acetate-hexane. melting point 2... The reactants are BrB(Br)Br, Clc1ccccc1CCCCc1ccccc1OCc1ccccc1, ClCCl. The product is Oc1ccccc1CCCCc1ccccc1Cl. RXN SMILES: [B:29]([Br:30])([Br:31])[Br:32].[CH2:1]([c:2]1[cH:3][cH:4][cH:5][cH:6][cH:7]1)[O:8][c:9]1[c:10]([CH2:15][CH2:16][CH2:17][CH2:18][c:19]2[c:20]([Cl:25])[cH:21][cH:22][cH:23][cH:24]2)[cH:11][cH:12][cH:13][cH:14]1.[CH2:26]([Cl:27])[Cl:28]>>[OH:8][c:9]1[c:10]([CH2:15][CH2:16][CH2:17][CH2:18][c:19]2[c:20]([Cl:25])[cH:21][cH:22][cH:23][cH:24]2)[cH:11][cH:12][cH:13][cH:14]1. The reactants are O=C([O-])[O-], COc1ccccc1N, CCOC(C)=O, CN(C)C=O, COCOc1ccc(-c2ccc3c(c2CCl)C(C)=CC(C)(C)N3)c(OC)c1, [K+], [K+], O. Product: COCOc1ccc(-c2ccc3c(c2CNc2ccccc2OC)C(C)=CC(C)(C)N3)c(OC)c1. Reaction SMILES: [C:37](=[O:38])([O-:39])[O-:40].[CH3:28][O:29][c:30]1[c:31]([NH2:32])[cH:33][cH:34][cH:35][cH:36]1.[CH3:43][CH2:44][O:45][C:46](=[O:47])[CH3:48].[CH3:49][N:50]([CH3:51])[CH:52]=[O:53].[Cl:1][CH2:2][c:3]1[c:4]2[c:9]([cH:10][cH:11][c:12]1-[c:13]1[c:14]([O:23][CH3:24])[cH:15][c:16]([O:19][CH2:20][O:21][CH3:22])[cH:17][cH:18]1)[NH:8][C:7]([CH3:25])([CH3:26])[CH:6]=[C:5]2[CH3:27].[K+:41].[K+:42].[OH2:54]>>[CH2:2]([c:3]1[c:4]2[c:9]([cH:10][cH:11][c:12]1-[c:13]1[c:14]([O:23][CH3:24])[cH:15][c:16]([O:19][CH2:20][O:21][CH3:22])[cH:17][cH:18]1)[NH:8][C:7]([CH3:25])([CH3:26])[CH:6]=[C:5]2[CH3:27])[NH:32][c:31]1[c:30]([O:29][CH3:28])[cH:36][cH:35][cH:34][cH:33]1. Product: C(C=C)N[C@H](C(=O)N1C[C@H](CC1)O[Si](C)(C)C(C)(C)C)C1=CC=CC=C1 (2-Allylamino-1-[3-(S)-(tert-butyl-dimethyl-silanyloxy)-pyrrolidin-1-yl]-2-(S)-phenyl-ethanone). Reactants: C(C=C)N(S(=O)(=O)C1=C(C=CC=C1)[N+](=O)[O-])[C@H](C(=O)N1C[C@H](CC1)O[Si](C)(C)C(C)(C)C)C1=CC=CC=C1 (N-allyl-N-{2-[3-(S)-(tert-butyl-dimethyl-silanyloxy)-pyrrolidin-1-yl]-2-oxo-1-(S)-phenyl-ethyl}-2-nitro-benzenesulfonamide), C([O-])([O-])=O.[K+].[K+] (potassium carbonate), O (water), C1(=CC=CC=C1)S (thiophenol). Yield: 97.0%. Reaction conditions: time 10 minute. Solvent: CN(C=O)C (dimethylformamide). RXN SMILES: [CH2:1]([N:4]([C@@H:17]([C:33]1[CH:38]=[CH:37][CH:36]=[CH:35][CH:34]=1)[C:18]([N:20]1[CH2:24][CH2:23][C@H:22]([O:25][Si:26]([C:29]([CH3:32])([CH3:31])[CH3:30])([CH3:28])[CH3:27])[CH2:21]1)=[O:19])S(C1C=CC=CC=1[N+]([O-])=O)(=O)=O)[CH:2]=[CH2:3].C(=O)([O-])[O-].[K+].[K+].C1(S)C=CC=CC=1.O>CN(C)C=O>[CH2:1]([NH:4][C@@H:17]([C:33]1[CH:34]=[CH:35][CH:36]=[CH:37][CH:38]=1)[C:18]([N:20]1[CH2:24][CH2:23][C@H:22]([O:25][Si:26]([C:29]([CH3:31])([CH3:32])[CH3:30])([CH3:27])[CH3:28])[CH2:21]1)=[O:19])[CH:2]=[CH2:3] |f:1.2.3|. Procedure: To a stirred solution N-allyl-N-{2-[3-(S)-(tert-butyl-dimethyl-silanyloxy)-pyrrolidin-1-yl]-2-oxo-1-(S)-phenyl-ethyl}-2-nitro-benzenesulfonamide (8.73 g, 15.6 mmol) in anhydrous dimethylformamide (45 cm3) was added potassium carbonate (6.50 g, 46.8 mmol). The mixture was stirred at ambient temperature for 10 minutes and thiophenol (2.25 cm3, 21.8 mmol) was added dropwise over 10 minutes. The mixture was stirred for 16 hours at ambient temperature and poured into water (500 cm3) and extracted wit... Reactants: BrC1=CC(=C(C=C1)OC)OC (4-bromo-1,2-dimethoxybenzene), [N+](=O)(O)[O-] (nitric acid), ice water. The solvent is C(C)(=O)O (acetic acid). Reaction conditions: temperature 10 celsius, time 60 minute. Yields the product BrC1=C(C=C(C(=C1)OC)OC)[N+](=O)[O-] (1-Bromo-4,5-dimethoxy-2-nitrobenzene). RXN SMILES: [N+:1]([O-:4])(O)=[O:2].[Br:5][C:6]1[CH:11]=[CH:10][C:9]([O:12][CH3:13])=[C:8]([O:14][CH3:15])[CH:7]=1>C(O)(=O)C>[Br:5][C:6]1[CH:7]=[C:8]([O:14][CH3:15])[C:9]([O:12][CH3:13])=[CH:10][C:11]=1[N+:1]([O-:4])=[O:2]. Procedure: A mixture of concentrated nitric acid (14 mL) and acetic acid (42 mL) was cooled to 10° C. while stirring, and then 4-bromo-1,2-dimethoxybenzene (2 g, 9.21 mmol) was gradually added to the stirred mixture. The reaction mixture was warmed to 15° C., and stirring was continued for 60 minutes. The reaction mixture was cooled to 0° C. and stirred while adding ice water, and then extraction was performed with ether. The obtained organic layer was neutralized with saturated aqueous solution of sodium ... The reactants are CON=CC1=CC(=C(C=C1)OCCOC)O (3-hydroxy-4-(2-methoxyethoxy)benzaldehyde O-methyloxime), Cl (HCl). The reagents and catalysts are [Pd] (palladium on carbon). Run in CCO (EtOH). Reaction conditions: time 4 hour. Yields the product NCC=1C=CC(=C(C1)O)OCCOC (5-(Aminomethyl)-2-(2-methoxyethoxy)phenol). Isolated yield 68.5%. RXN SMILES: CO[N:3]=[CH:4][C:5]1[CH:10]=[CH:9][C:8]([O:11][CH2:12][CH2:13][O:14][CH3:15])=[C:7]([OH:16])[CH:6]=1.Cl>CCO.[Pd]>[NH2:3][CH2:4][C:5]1[CH:10]=[CH:9][C:8]([O:11][CH2:12][CH2:13][O:14][CH3:15])=[C:7]([OH:16])[CH:6]=1. Procedure details: An amount of 3-hydroxy-4-(2-methoxyethoxy)benzaldehyde O-methyloxime (0.75 g, 3.33 mmol) in 10 mL of EtOH is added 1 mL of 12 N HCl and palladium on carbon. The reaction mixture is hydrogenated for 4 h. After removal of solid by filtration, solvent is evaporated to give yellow oil. Colorless solid is afforded after the oil is washed 5 times with EtOAc. Recrystallization from MeOH/EtOAc afforded 0.45 g (68.5% yield) of colorless solid: mp: 89-90° C.; MS (ESI) m/z 198.1 (M+H)+1 The reactants are C(C)(=O)OCC(=O)NC1=CC(=C(C=C1)NCC)[N+](=O)[O-] (2-acetoxy-4′-ethylamino-3′-nitroacetanilide), C1(=CC=C(C=C1)S(=O)(=O)[O-])C.C(C1=CC=CC=C1)N1[CH2+](SC(C1=O)=C1SC2=C(N1C)C=CC=C2)SC (3-benzyl-5-(3-methyl-3H-benzothiazol-2-ylidene)-2-methylthio-4-oxo-2-thiazolium p-toluenesulfonate). Yields the product C(C1=CC=CC=C1)N1C(SC(C1=O)=C1SC2=C(N1C)C=CC=C2)=NC=2C=C(C=CC2NCC)NC(=O)COC(C)=O (acetic acid {3-[3-benzyl-5-(3-methyl-3H-benzothiazol-2-ylidene)-4-oxothiazolidin-2-ylideneamino]-4-ethylaminophenylcarbamoyl}methyl ester). RXN SMILES: [C:1]([O:4][CH2:5][C:6]([NH:8][C:9]1[CH:14]=[CH:13][C:12]([NH:15][CH2:16][CH3:17])=[C:11]([N+:18]([O-])=O)[CH:10]=1)=[O:7])(=[O:3])[CH3:2].C1(C)C=CC(S([O-])(=O)=O)=CC=1.[CH2:32]([N:39]1[C:43](=[O:44])[C:42](=[C:45]2[N:49]([CH3:50])[C:48]3[CH:51]=[CH:52][CH:53]=[CH:54][C:47]=3[S:46]2)[S:41][CH2+:40]1SC)[C:33]1[CH:38]=[CH:37][CH:36]=[CH:35][CH:34]=1>>[CH2:32]([N:39]1[C:43](=[O:44])[C:42](=[C:45]2[N:49]([CH3:50])[C:48]3[CH:51]=[CH:52][CH:53]=[CH:54][C:47]=3[S:46]2)[S:41][C:40]1=[N:18][C:11]1[CH:10]=[C:9]([NH:8][C:6]([CH2:5][O:4][C:1](=[O:3])[CH3:2])=[O:7])[CH:14]=[CH:13][C:12]=1[NH:15][CH2:16][CH3:17])[C:33]1[CH:34]=[CH:35][CH:36]=[CH:37][CH:38]=1 |f:1.2|. Procedure: In a manner similar to Example 30, intermediate 2-acetoxy-4′-ethylamino-3′-nitroacetanilide was hydrogenated and then condensed with 3-benzyl-5-(3-methyl-3H-benzothiazol-2-ylidene)-2-methylthio-4-oxo-2-thiazolium p-toluenesulfonate to afford the title compound. 1H-NMR (CDCl3): δ 7.73 (1H, br s), 7.44–7.51 (3H, m), 7.23–7.34 (5H, m), 7.16 (1H, t), 7.08 (1H, dd), 7.00 (1H, d), 6.56 (1H, d), 5.15 (2H, s), 4.67 (2H, s), 3.74 (3H, s), 2.98 (2H, q), 2.20 (3H, s), 1.00 (3H, t); MS(ESI): 588(MH+). The reactants are NC1=C(C#N)C=CC(=C1)C(F)(F)F (2-amino-4-trifluoromethylbenzonitrile), S(N)(=O)(=O)Cl (sulfamoyl chloride). The product is C(#N)C1=C(C=C(C=C1)C(F)(F)F)NS(=O)(=O)N (N-(2-Cyano-5-trifluoromethylphenyl)sulfamide). Reaction SMILES: [NH2:1][C:2]1[CH:9]=[C:8]([C:10]([F:13])([F:12])[F:11])[CH:7]=[CH:6][C:3]=1[C:4]#[N:5].[S:14](Cl)(=[O:17])(=[O:16])[NH2:15]>>[C:4]([C:3]1[CH:6]=[CH:7][C:8]([C:10]([F:11])([F:12])[F:13])=[CH:9][C:2]=1[NH:1][S:14]([NH2:15])(=[O:17])=[O:16])#[N:5]. Procedure details: Prepared as in Example 77a from 2-amino-4-trifluoromethylbenzonitrile and sulfamoyl chloride. 1H NMR (400 MHz, DMSO-d6) δ 7.53 (s, 1H), 7.74-7.76 (d, J=8.4 Hz, 1H), 8.01-8.03 (dd, J=8.4 Hz, 1.6 Hz, 1H), 8.23 (s, 1H), 10.16 (b, 1H). Starting materials: C(O)([O-])=O.[Na+] (sodium hydrogencarbonate), CC1([C@@H]2CC[C@]1(C(=O)C2)CS(=O)(=O)O)C (DL-10-camphorsulfonic acid), C(OC)(OC)OC (trimethyl orthoformate), BrC=1C=C(C=C(C1)S(F)(F)(F)(F)F)C(C)=O (1-[3-Bromo-5-(pentafluorosulfanyl)phenyl]ethanone). The solvent is O (water), CC(OCC)=O (EA), CO (methanol). Conditions: time 2 hour. The product is BrC1=CC(=CC(=C1)S(F)(F)(F)(F)F)C(C)(OC)OC (1-Bromo-3-(1,1-dimethoxyethyl)-5-(pentafluorosulfanyl)benzene). RXN SMILES: [Br:1][C:2]1[CH:3]=[C:4]([C:14](=[O:16])[CH3:15])[CH:5]=[C:6]([S:8]([F:13])([F:12])([F:11])([F:10])[F:9])[CH:7]=1.CC1(C)[C@]2(CS(O)(=O)=O)[C:23](C[C@H]1CC2)=[O:24].[CH:32](OC)(OC)OC.C(=O)([O-])O.[Na+]>CO.O.CC(=O)OCC>[Br:1][C:2]1[CH:7]=[C:6]([S:8]([F:13])([F:9])([F:10])([F:11])[F:12])[CH:5]=[C:4]([C:14]([O:24][CH3:23])([O:16][CH3:32])[CH3:15])[CH:3]=1 |f:3.4|. Procedure: 1-[3-Bromo-5-(pentafluorosulfanyl)phenyl]ethanone (835 mg, example 26c) was dissolved in methanol (50 ml), and admixed at RT with DL-10-camphorsulfonic acid (0.9 mg) and with trimethyl orthoformate (0.85 ml). The reaction mixture was stirred at RT for 2 h and then stood overnight. Then the mixture was stirred at RT for a further 5 h. Subsequently, saturated sodium hydrogencarbonate solution was used to adjust the pH to 9, and a large amount of EA and water were added. The organic phase was remov...